Dataset: the Open Reaction Database (ORD), a public repository of structured organic reaction records. Task: describe an organic reaction: reactants, conditions, products, and yield Reactants: CNC(=O)NS(=O)(=O)C1=CC(=C(OC(C(=O)O)C2=CC3=C(C=C2)OCO3)C=C1)CCC (α-(4-(N -methylcarbamyl)aminosulfonyl-2-n-propylphenoxy)-3,4-methylenedioxyphenylacetic acid), C(=O)(N1C=NC=C1)N1C=NC=C1 (1,1'-carbonyldiimidazole), C(C)(C)C1=CC=C(C=C1)S(=O)(=O)N (4-iso-propylbenzenesulfonamide), C1=CN(C=N1)C(=O)N2C=CN=C2 (CDI), desired intermediate, C1CCC2=NCCCN2CC1 (DBU). Solvent: O1CCCC1 (tetrahydrofuran), C(Cl)(Cl)Cl.CO.C(C)(=O)O (chloroform methanol acetic acid), C(Cl)(Cl)Cl.CO.C(C)(=O)O (chloroform methanol acetic acid). The product is C(C)(C)C1=CC=C(C=C1)S(=O)(=O)NC(C(OC1=C(C=C(C=C1)S(=O)(=O)NC(NC)=O)CCC)C1=CC2=C(C=C1)OCO2)=O (N-(4-iso-propylbenzenesulfonyl)-α-(4-(N-methylcarbamyl)aminosulfonyl-2-n-propylphenoxy)-3,4-methylenedioxyphenylacetamide). RXN SMILES: [CH3:1][NH:2][C:3]([NH:5][S:6]([C:9]1[CH:28]=[CH:27][C:12]([O:13][CH:14]([C:18]2[CH:23]=[CH:22][C:21]3[O:24][CH2:25][O:26][C:20]=3[CH:19]=2)[C:15](O)=[O:16])=[C:11]([CH2:29][CH2:30][CH3:31])[CH:10]=1)(=[O:8])=[O:7])=[O:4].C(N1C=CN=C1)(N1C=CN=C1)=O.[CH:44]([C:47]1[CH:52]=[CH:51][C:50]([S:53]([NH2:56])(=[O:55])=[O:54])=[CH:49][CH:48]=1)([CH3:46])[CH3:45].C1CCN2C(=NCCC2)CC1>O1CCCC1.C(Cl)(Cl)Cl.CO.C(O)(=O)C>[CH:44]([C:47]1[CH:48]=[CH:49][C:50]([S:53]([NH:56][C:15](=[O:16])[CH:14]([C:18]2[CH:23]=[CH:22][C:21]3[O:24][CH2:25][O:26][C:20]=3[CH:19]=2)[O:13][C:12]2[CH:27]=[CH:28][C:9]([S:6]([NH:5][C:3](=[O:4])[NH:2][CH3:1])(=[O:7])=[O:8])=[CH:10][C:11]=2[CH2:29][CH2:30][CH3:31])(=[O:54])=[O:55])=[CH:51][CH:52]=1)([CH3:46])[CH3:45] |f:5.6.7|. Procedure: A solution of 384 mg (0.853 mmol) of the product of Step B and 208 mg (1.28 mmol) of 1,1'-carbonyldiimidazole in 2 mL of dry tetrahydrofuran was refluxed 2 minutes by placing the reaction mixture into a preheated oil bath. After brief refluxing and gas evolution, TLC analysis (90:10:1 chloroform/methanol/acetic acid) indicated that the desired intermediate had formed. The reaction mixture was then cooled to room temperature and 255 mg (1.28 mmol) of dry 4-iso-propylbenzenesulfonamide, 10 mg (0.0...